This data is from the Open Reaction Database (ORD), a public repository of structured organic reaction records. The task is: describe an organic reaction: reactants, conditions, products, and yield Reactants: CCOC(C)=O, CCCc1nn(C)c2c(=O)[nH]c(-c3cc(C=CC(=O)N(C)C)ccc3OCC)nc12, CCCCCC. Product: CCCc1nn(C)c2c(=O)[nH]c(-c3cc(CCC(=O)N(C)C)ccc3OCC)nc12. As a reaction SMILES: [C:37]([O:38][CH2:39][CH3:40])(=[O:41])[CH3:42].[CH3:1][N:2]([C:3]([CH:4]=[CH:5][c:6]1[cH:7][c:8](-[c:15]2[nH:16][c:17](=[O:28])[c:18]3[c:19]([n:20]2)[c:21]([CH2:25][CH2:26][CH3:27])[n:22][n:23]3[CH3:24])[c:9]([O:12][CH2:13][CH3:14])[cH:10][cH:11]1)=[O:29])[CH3:30].[CH3:31][CH2:32][CH2:33][CH2:34][CH2:35][CH3:36]>>[CH3:1][N:2]([C:3]([CH2:4][CH2:5][c:6]1[cH:7][c:8](-[c:15]2[nH:16][c:17](=[O:28])[c:18]3[c:19]([n:20]2)[c:21]([CH2:25][CH2:26][CH3:27])[n:22][n:23]3[CH3:24])[c:9]([O:12][CH2:13][CH3:14])[cH:10][cH:11]1)=[O:29])[CH3:30]. The reactants are [OH-].[Na+] (NaOH), C1(=CC=C(C=C1)S(=O)(=O)O)C.NC(C#N)C#N (aminomalononitrile p-toluenesulfonate), C(C)(=O)[O-].[Na+] (sodium acetate), NC=1C=C(C(=O)NC2CC2)C=CC1C (3-amino-N-cyclopropyl-4-methyl-benzamide). Run in C(OCC)(OCC)OCC (triethyl orthoformate), O (water). Reaction conditions: temperature 120 celsius, time 20 minute. The product is NC1=C(C=NN1C=1C=C(C(=O)NC2CC2)C=CC1C)C(C1=CC=C(C=C1)C)=O (3-[5-amino-4-(4-methyl-benzoyl)-pyrazol-1-yl]-N-cyclopropyl-4-methyl-benzamide). Yield: 22.7%. Reaction SMILES: [NH2:1][C:2]1[CH:3]=[C:4]([CH:11]=[CH:12][C:13]=1[CH3:14])[C:5]([NH:7][CH:8]1[CH2:10][CH2:9]1)=[O:6].[C:15]1([CH3:25])[CH:20]=[CH:19]C(S(O)(=O)=O)=[CH:17][CH:16]=1.N[CH:27]([C:30]#[N:31])[C:28]#[N:29].[C:32]([O-:35])(=O)[CH3:33].[Na+].[OH-].[Na+]>C(OCC)(OCC)OCC.O>[NH2:31][C:30]1[N:1]([C:2]2[CH:3]=[C:4]([CH:11]=[CH:12][C:13]=2[CH3:14])[C:5]([NH:7][CH:8]2[CH2:9][CH2:10]2)=[O:6])[N:29]=[CH:28][C:27]=1[C:32](=[O:35])[C:33]1[CH:19]=[CH:20][C:15]([CH3:25])=[CH:16][CH:17]=1 |f:1.2,3.4,5.6|. Reported procedure: A mixture of 3-amino-N-cyclopropyl-4-methyl-benzamide 1 (380 mg, 2.0 mmol) in 2.0 mL of triethyl orthoformate was stirred at 120° C. in microwave for 20 minutes. The solvent was removed under reduced pressure. The residue was dissolved in 5 mL of acetic acid and then was added aminomalononitrile p-toluenesulfonate (506 mg, 2.0 mmol) and sodium acetate (164 mg, 2.0 mmol). The reaction mixture was stirred at room temperature overnight. The mixture was diluted with 20 mL of water and then its pH wa... Starting materials: C(C)C1=CN=C(O1)CSC1=CN=C(S1)NC(C)=O (N-[5-[[(5-ethyl-2-oxazolyl)methyl]thio]-2-thiazolyl]acetamide), C([O-])([O-])=O.[Na+].[Na+] (sodium carbonate). Run in Cl (hydrochloric acid). The product is NC=1SC(=CN1)SCC=1OC(=CN1)CC (2-amino-5-[[(5-ethyl-2-oxazolyl)methyl]thio]-thiazole). Yield: 54.9%. RXN SMILES: [CH2:1]([C:3]1[O:7][C:6]([CH2:8][S:9][C:10]2[S:14][C:13]([NH:15]C(=O)C)=[N:12][CH:11]=2)=[N:5][CH:4]=1)[CH3:2].C(=O)([O-])[O-].[Na+].[Na+]>Cl>[NH2:15][C:13]1[S:14][C:10]([S:9][CH2:8][C:6]2[O:7][C:3]([CH2:1][CH3:2])=[CH:4][N:5]=2)=[CH:11][N:12]=1 |f:1.2.3|. Procedure details: A solution of N-[5-[[(5-ethyl-2-oxazolyl)methyl]thio]-2-thiazolyl]acetamide (1.3 g, 4.6 mmol) in 1 N hydrochloric acid (15 mL) was stirred at 80-90° C. for 3 h. It was cooled to rt and the pH of the solution was adjusted to 7 with sodium carbonate. The product was extracted with methylene chloride (3×10 mL). The combined extract was dried over Na2SO4 and concentrated. The residue was triturated with ethyl ether and the precipitated solid was collected to afford 2-amino-5-[[(5-ethyl-2-oxazolyl)me... Starting materials: COC(=O)CCc1nc(N)c2ncn(Cc3ccccc3)c2n1, CC(C)O, O=CO, [H][H]. Yields the product COC(=O)CCc1nc(N)c2[nH]cnc2n1. As a reaction SMILES: [CH2:1]([c:2]1[cH:3][cH:4][cH:5][cH:6][cH:7]1)[n:8]1[c:9]2[n:10][c:11]([CH2:18][CH2:19][C:20](=[O:21])[O:22][CH3:23])[n:12][c:13]([NH2:17])[c:14]2[n:15][cH:16]1.[CH:24]([OH:25])([CH3:26])[CH3:27].[CH:30]([OH:31])=[O:32].[H:28][H:29]>>[n:8]1[c:9]2[n:10][c:11]([CH2:18][CH2:19][C:20](=[O:21])[O:22][CH3:23])[n:12][c:13]([NH2:17])[c:14]2[nH:15][cH:16]1. Starting materials: ClC1=NC2=C(N1)C=CC=C2 (2-chloro-1H-benzo[d]imidazole), BrC1=CC=C(C=C1)O (4-bromophenol), TEA. Reaction conditions: temperature 150 celsius, time 8 hour. Yields the product BrC1=CC=C(OC2=NC3=C(N2)C=CC=C3)C=C1 (2-(4-Bromophenoxy)-1H-benzimidazole). Isolated yield 62.8%. RXN SMILES: Cl[C:2]1[NH:6][C:5]2[CH:7]=[CH:8][CH:9]=[CH:10][C:4]=2[N:3]=1.[Br:11][C:12]1[CH:17]=[CH:16][C:15]([OH:18])=[CH:14][CH:13]=1>>[Br:11][C:12]1[CH:17]=[CH:16][C:15]([O:18][C:2]2[NH:6][C:5]3[CH:7]=[CH:8][CH:9]=[CH:10][C:4]=3[N:3]=2)=[CH:14][CH:13]=1. Procedure details: A mixture of 2-chloro-1H-benzo[d]imidazole (10 g), 4-bromophenol (56.7 g) and TEA (45.5 mL) was stirred at 150° C. overnight. The mixture was quenched with water at room temperature and extracted with AcOEt. The extract was washed with 1 M NaOH aqueous solution, dried over Na2SO4, and concentrated under reduced pressure. The precipitate was crystallized from AcOEt/hexane to give the title compound (11.9 g). The reactants are FC=1C=C2N=CC(=NC2=CC1F)N1CC2CNCC2C1 (6,7-Difluoro-2-(hexahydropyrrolo[3,4-c]pyrrol-2(1H)-yl)quinoxaline), COC1=CC(=C(C(=O)O)C=C1)N1N=CC=N1 (4-Methoxy-2-(2H-1,2,3-triazol-2-yl)benzoic acid). As a reaction SMILES: [F:1][C:2]1[CH:3]=[C:4]2[C:9](=[CH:10][C:11]=1[F:12])[N:8]=[C:7]([N:13]1[CH2:20][CH:19]3[CH:15]([CH2:16][NH:17][CH2:18]3)[CH2:14]1)[CH:6]=[N:5]2.[CH3:21][O:22][C:23]1[CH:31]=[CH:30][C:26]([C:27](O)=[O:28])=[C:25]([N:32]2[N:36]=[CH:35][CH:34]=[N:33]2)[CH:24]=1>>[F:1][C:2]1[CH:3]=[C:4]2[C:9](=[CH:10][C:11]=1[F:12])[N:8]=[C:7]([N:13]1[CH2:14][CH:15]3[CH2:16][N:17]([C:27]([C:26]4[CH:30]=[CH:31][C:23]([O:22][CH3:21])=[CH:24][C:25]=4[N:32]4[N:36]=[CH:35][CH:34]=[N:33]4)=[O:28])[CH2:18][CH:19]3[CH2:20]1)[CH:6]=[N:5]2. Procedure: The title compound was prepared in a manner analogous to Example 15, utilizing Intermediate 44 and Intermediate 54 in the last step MS (ESI): mass calculated for C24H21F2N7O2, 477.17; m/z found 478.1 [M+H]+. 1H NMR (500 MHz, CDCl3) 8.26 (d, J=14.7, 1H), 7.71 (s, 2H), 7.63 (dd, J=10.6, 8.5, 1H), 7.49 (t, J=7.1, 1H), 7.41 (dd, J=11.4, 8.0, 1H), 7.33 (t, J=6.7, 1H), 6.95 (dt, J=8.4, 4.2, 1H), 3.99-3.85 (m, 5H), 3.83-3.69 (m, 2H), 3.70-3.57 (m, 1H), 3.52 (dd, J=11.0, 3.5, 1H), 3.44 (s, 1H), 3.19-3.0... Yields the product FC=1C=C2N=CC(=NC2=CC1F)N1CC2C(C1)CN(C2)C(=O)C2=C(C=C(C=C2)OC)N2N=CC=N2 ((5-(6,7-Difluoroquinoxalin-2-yl)hexahydropyrrolo[3,4-c]pyrrol-2(1H)-yl)(4-methoxy-2-(2H-1,2,3-triazol-2-yl)phenyl)methanone). The reactants are ClC1=CC(=NC2=C(C=CC=C12)OC)C (4-chloro-8-methoxy-2-methylquinoline), ClC1=CC=C(C=C1)[C@@H](C)N ((R)-1-(4-chloro-phenyl)ethylamine). Yields the product ClC1=CC=C(C=C1)[C@@H](C)NC1=CC(=NC2=C(C=CC=C12)OC)C ([(R)-1-(4-Chlorophenyl)-ethyl]-(8-methoxy-2-methylquinolin-4-yl)-amine). Reaction SMILES: Cl[C:2]1[C:11]2[C:6](=[C:7]([O:12][CH3:13])[CH:8]=[CH:9][CH:10]=2)[N:5]=[C:4]([CH3:14])[CH:3]=1.[Cl:15][C:16]1[CH:21]=[CH:20][C:19]([C@H:22]([NH2:24])[CH3:23])=[CH:18][CH:17]=1>>[Cl:15][C:16]1[CH:21]=[CH:20][C:19]([C@H:22]([NH:24][C:2]2[C:11]3[C:6](=[C:7]([O:12][CH3:13])[CH:8]=[CH:9][CH:10]=3)[N:5]=[C:4]([CH3:14])[CH:3]=2)[CH3:23])=[CH:18][CH:17]=1. Procedure: Preparation was made using a similar procedure as described in example 41. Starting materials were 4-chloro-8-methoxy-2-methylquinoline and (R)-1-(4-chloro-phenyl)ethylamine. Starting materials: COC=1C=C(C=CC1)C1(C=CCCC1)CC=O (1-(m-methoxyphenyl)-2-cyclohexene-1-acetaldehyde), CN (methylamine). The solvent is CO (methanol). Conditions: time 2 hour. Product: COC=1C=C(C=CC1)C1(C=CCCC1)CCNC (rac. 1-(m-methoxyphenyl)-N-methyl-2-cyclohexene-1-ethylamine). Reaction SMILES: [CH3:1][O:2][C:3]1[CH:4]=[C:5]([C:9]2([CH2:15][CH:16]=O)[CH2:14][CH2:13][CH2:12][CH:11]=[CH:10]2)[CH:6]=[CH:7][CH:8]=1.[CH3:18][NH2:19]>CO>[CH3:1][O:2][C:3]1[CH:4]=[C:5]([C:9]2([CH2:15][CH2:16][NH:19][CH3:18])[CH2:14][CH2:13][CH2:12][CH:11]=[CH:10]2)[CH:6]=[CH:7][CH:8]=1. Reported procedure: 1.0 g of 1-(m-methoxyphenyl)-2-cyclohexene-1-acetaldehyde is dissolved in 10 ml of methanol, and after treatment with 10 ml of methylamine, the mixture is stirred at room temperature overnight with a magnetic stirrer in a bomb tube. After evaporation of the solvent, the residue is dissolved in ethanol. Then, the solution is treated with 0.5 g of sodium borohydride, stirred at room temperature for 2 hours. The solvent is removed by evaporation, and the residue is taken up with 3 N hydrochloric ac... Starting materials: C([O-])(O)=O.[Na+] (sodium bicarbonate), C(C1=CC=CC=C1)OC1=CC=C(C(=O)C(C#N)C#N)C=C1 (2-(4-(benzyloxy)benzoyl)malononitrile), S(=O)(=O)(OC)OC (dimethyl sulfate). Solvent: O (water), O1CCOCC1 (1,4-dioxane). The product is C(C1=CC=CC=C1)OC1=CC=C(C=C1)C(=C(C#N)C#N)OC (2-((4-(benzyloxy)phenyl)(methoxy)methylene)malononitrile). Yield: 79.7%. RXN SMILES: [CH2:1]([O:8][C:9]1[CH:21]=[CH:20][C:12]([C:13]([CH:15]([C:18]#[N:19])[C:16]#[N:17])=[O:14])=[CH:11][CH:10]=1)[C:2]1[CH:7]=[CH:6][CH:5]=[CH:4][CH:3]=1.[C:22](=O)(O)[O-].[Na+].S(OC)(OC)(=O)=O>O1CCOCC1.O>[CH2:1]([O:8][C:9]1[CH:10]=[CH:11][C:12]([C:13]([O:14][CH3:22])=[C:15]([C:18]#[N:19])[C:16]#[N:17])=[CH:20][CH:21]=1)[C:2]1[CH:3]=[CH:4][CH:5]=[CH:6][CH:7]=1 |f:1.2|. Reported procedure: Compound 31B (3.7 g, 13.39 mmol) was dissolved in 1,4-dioxane (30 mL) and water (5 mL). To this solution was added to sodium bicarbonate (9.0 g, 107 mmol) portionwise to control the gas formation. To the resulting suspension was added dimethyl sulfate (8.96 mL, 94 mmol). The reaction was heated under reflux for 2 hours. The reaction mixture was concentrated, and partitioned between water and EtOAc. The aqueous layer was extracted with additional EtOAc. The combined organic layers were washed wit...